From a dataset of the Open Reaction Database (ORD), a public repository of structured organic reaction records. describe an organic reaction: reactants, conditions, products, and yield Starting materials: C(C1=CC=CC=C1)OC1=CC=C(OC2=C(C=C(C(=C2)N2C(N(C(=CC2=O)C(F)(F)F)C)=O)F)[N+](=O)[O-])C=C1 (2-(4-benzyloxyphenoxy)-5-fluoro-4-[3-methyl-2,6-dioxo-4-(trifluoromethyl)-1,2,3,6-tetrahydropyrimidin-1-yl]nitrobenzene), O (water). The reagents and catalysts are [Fe] (iron). The solvent is C(C)(=O)O (acetic acid), C(C)(=O)O (acetic acid). Conditions: temperature 35 celsius, time 2 hour. Product: C(C1=CC=CC=C1)OC1=CC=C(OC2=C(N)C=C(C(=C2)N2C(N(C(=CC2=O)C(F)(F)F)C)=O)F)C=C1 (2-(4-benzyloxyphenoxy)-5-fluoro-4-[3-methyl-2,6-dioxo-4-(trifluoromethyl)-1,2,3,6-tetrahydropyrimidin-1-yl]aniline). Yield: 55.8%. Reaction SMILES: O.[CH2:2]([O:9][C:10]1[CH:39]=[CH:38][C:13]([O:14][C:15]2[CH:20]=[C:19]([N:21]3[C:26](=[O:27])[CH:25]=[C:24]([C:28]([F:31])([F:30])[F:29])[N:23]([CH3:32])[C:22]3=[O:33])[C:18]([F:34])=[CH:17][C:16]=2[N+:35]([O-])=O)=[CH:12][CH:11]=1)[C:3]1[CH:8]=[CH:7][CH:6]=[CH:5][CH:4]=1>C(O)(=O)C.[Fe]>[CH2:2]([O:9][C:10]1[CH:39]=[CH:38][C:13]([O:14][C:15]2[CH:20]=[C:19]([N:21]3[C:26](=[O:27])[CH:25]=[C:24]([C:28]([F:29])([F:30])[F:31])[N:23]([CH3:32])[C:22]3=[O:33])[C:18]([F:34])=[CH:17][C:16]=2[NH2:35])=[CH:12][CH:11]=1)[C:3]1[CH:4]=[CH:5][CH:6]=[CH:7][CH:8]=1. Reported procedure: To a mixture of 2.0 g of an iron powder, 6 ml of acetic acid and 0.6 ml of water was added dropwise a solution of 1.9 g of 2-(4-benzyloxyphenoxy)-5-fluoro-4-[3-methyl-2,6-dioxo-4-(trifluoromethyl)-1,2,3,6-tetrahydropyrimidin-1-yl]nitrobenzene in 5.0 ml of acetic acid, while maintaining the temperature of the reaction solution at 35° C. or lower. After completion of the addition, the mixture was stirred for 2 hours, then, the reaction solution was filtrated through Celite and diluted with ethyl a... The reactants are CCCCC(CC)C(=O)[O-], C1CCOC1, CCCCCC, [Na+], C=CCOC(=O)C1=C(c2cccc(CO)c2)CC2C(C(C)O)C(=O)N12, [Pd], c1ccc(P(c2ccccc2)c2ccccc2)cc1, c1ccc(P(c2ccccc2)c2ccccc2)cc1, c1ccc(P(c2ccccc2)c2ccccc2)cc1, c1ccc(P(c2ccccc2)c2ccccc2)cc1, c1ccc(P(c2ccccc2)c2ccccc2)cc1. Product: [Na+], CC(O)C1C(=O)N2C(C(=O)[O-])=C(c3cccc(CO)c3)CC12. Reaction SMILES: [CH2:26]([CH:27]([CH2:28][CH2:29][CH2:30][CH3:31])[C:32]([O-:33])=[O:34])[CH3:35].[CH2:62]1[O:63][CH2:64][CH2:65][CH2:66]1.[CH3:56][CH2:57][CH2:58][CH2:59][CH2:60][CH3:61].[Na+:36].[OH:1][CH:2]([CH3:3])[CH:4]1[CH:5]2[CH2:6][C:7]([c:18]3[cH:19][c:20]([CH2:24][OH:25])[cH:21][cH:22][cH:23]3)=[C:8]([C:12](=[O:13])[O:14][CH2:15][CH:16]=[CH2:17])[N:9]2[C:10]1=[O:11].[Pd:67].[c:106]1([P:107]([c:108]2[cH:109][cH:110][cH:111][cH:112][cH:113]2)[c:114]2[cH:115][cH:116][cH:117][cH:118][cH:119]2)[cH:120][cH:121][cH:122][cH:123][cH:124]1.[c:125]1([P:126]([c:127]2[cH:128][cH:129][cH:130][cH:131][cH:132]2)[c:133]2[cH:134][cH:135][cH:136][cH:137][cH:138]2)[cH:139][cH:140][cH:141][cH:142][cH:143]1.[c:37]1([P:38]([c:39]2[cH:40][cH:41][cH:42][cH:43][cH:44]2)[c:45]2[cH:46][cH:47][cH:48][cH:49][cH:50]2)[cH:51][cH:52][cH:53][cH:54][cH:55]1.[c:68]1([P:69]([c:70]2[cH:71][cH:72][cH:73][cH:74][cH:75]2)[c:76]2[cH:77][cH:78][cH:79][cH:80][cH:81]2)[cH:82][cH:83][cH:84][cH:85][cH:86]1.[c:87]1([P:88]([c:89]2[cH:90][cH:91][cH:92][cH:93][cH:94]2)[c:95]2[cH:96][cH:97][cH:98][cH:99][cH:100]2)[cH:101][cH:102][cH:103][cH:104][cH:105]1>>[Na+:36].[OH:1][CH:2]([CH3:3])[CH:4]1[CH:5]2[CH2:6][C:7]([c:18]3[cH:19][c:20]([CH2:24][OH:25])[cH:21][cH:22][cH:23]3)=[C:8]([C:12](=[O:13])[O-:14])[N:9]2[C:10]1=[O:11]. Reactants: C(=O)[O-].[NH4+] (ammonium formate), C(=O)[O-].[NH4+] (ammonium formate), C(C1=CC=CC=C1)OC1=C(C=C(C=C1)[C@H](CNCCC1=CC=C(C=C1)OCCCCC1=CC(=C(C=C1)O)[C@H](CCN(C(C)C)C(C)C)C1=CC=CC=C1)O[Si](C)(C)C(C)(C)C)NC=O (N-{2-(benzyloxy)-5-[(1R)-1-{[tert-butyl(dimethyl)silyl]oxy}-2-({2-[4-(4-{3-[(1R)-3-(diisopropylamino)-1-phenylpropyl]-4-hydroxyphenyl}butoxy)phenyl]ethyl}amino)ethyl]phenyl}formamide), C(=O)[O-].[NH4+] (ammonium formate). Procedure details: N-{2-(benzyloxy)-5-[(1R)-1-{[tert-butyl(dimethyl)silyl]oxy}-2-({2-[4-(4-{3-[(1R)-3-(diisopropylamino)-1-phenylpropyl]-4-hydroxyphenyl}butoxy)phenyl]ethyl}amino)ethyl]phenyl}formamide (Preparation 29, 400 mg, 0.45 mmol), ammonium formate (570 mg, 9.0 mmol) and 20% palladium hydroxide on carbon (60 mg) were mixed in methanol (8 ml) and stirred at 70° C. for 1 hour under nitrogen. Further ammonium formate (500 mg, 7.9 mmol) and 20% palladium hydroxide on carbon (50 mg) were then added and heating c... Reagents/catalysts: [OH-].[OH-].[Pd+2] (palladium hydroxide on carbon), [OH-].[OH-].[Pd+2] (palladium hydroxide on carbon), [OH-].[OH-].[Pd+2] (palladium hydroxide on carbon). Reaction SMILES: C([O:8][C:9]1[CH:14]=[CH:13][C:12]([C@@H:15]([O:54][Si:55]([C:58]([CH3:61])([CH3:60])[CH3:59])([CH3:57])[CH3:56])[CH2:16][NH:17][CH2:18][CH2:19][C:20]2[CH:25]=[CH:24][C:23]([O:26][CH2:27][CH2:28][CH2:29][CH2:30][C:31]3[CH:36]=[CH:35][C:34]([OH:37])=[C:33]([C@@H:38]([C:48]4[CH:53]=[CH:52][CH:51]=[CH:50][CH:49]=4)[CH2:39][CH2:40][N:41]([CH:45]([CH3:47])[CH3:46])[CH:42]([CH3:44])[CH3:43])[CH:32]=3)=[CH:22][CH:21]=2)=[CH:11][C:10]=1[NH:62][CH:63]=[O:64])C1C=CC=CC=1.C([O-])=O.[NH4+]>CO.[OH-].[OH-].[Pd+2]>[Si:55]([O:54][C@H:15]([C:12]1[CH:13]=[CH:14][C:9]([OH:8])=[C:10]([NH:62][CH:63]=[O:64])[CH:11]=1)[CH2:16][NH:17][CH2:18][CH2:19][C:20]1[CH:25]=[CH:24][C:23]([O:26][CH2:27][CH2:28][CH2:29][CH2:30][C:31]2[CH:36]=[CH:35][C:34]([OH:37])=[C:33]([C@@H:38]([C:48]3[CH:49]=[CH:50][CH:51]=[CH:52][CH:53]=3)[CH2:39][CH2:40][N:41]([CH:45]([CH3:47])[CH3:46])[CH:42]([CH3:44])[CH3:43])[CH:32]=2)=[CH:22][CH:21]=1)([C:58]([CH3:61])([CH3:59])[CH3:60])([CH3:57])[CH3:56] |f:1.2,4.5.6|. The product is [Si](C)(C)(C(C)(C)C)O[C@@H](CNCCC1=CC=C(C=C1)OCCCCC1=CC(=C(C=C1)O)[C@H](CCN(C(C)C)C(C)C)C1=CC=CC=C1)C=1C=CC(=C(C1)NC=O)O (N-{5-[(1R)-1-{[tert-butyl(dimethyl)silyl]oxy}-2-({2-[4-(4-{3-[(1R)-3-(diisopropylamino)-1-phenylpropyl]-4-hydroxyphenyl}butoxy)phenyl]ethyl}amino)ethyl]-2-hydroxyphenyl}formamide). The solvent is CO (methanol). Run at temperature 70 celsius, time 1 hour. Starting materials: CN1CCN(c2ccc(N)cc2)CC1, c1ccc(P(C2CCCCC2)C2CCCCC2)c(-c2ccccc2P(C2CCCCC2)C2CCCCC2)c1, Cc1cccc(Nc2cccn3nc(Cl)nc23)c1S(C)(=O)=O. Product: Cc1cccc(Nc2cccn3nc(Nc4ccc(N5CCN(C)CC5)cc4)nc23)c1S(C)(=O)=O. Reaction SMILES: [CH3:23][N:24]1[CH2:25][CH2:26][N:27]([c:30]2[cH:31][cH:32][c:33]([NH2:36])[cH:34][cH:35]2)[CH2:28][CH2:29]1.[CH:37]1([P:38]([CH:39]2[CH2:40][CH2:41][CH2:42][CH2:43][CH2:44]2)[c:45]2[cH:46][cH:47][cH:48][cH:49][c:50]2-[c:51]2[cH:52][cH:53][cH:54][cH:55][c:56]2[P:57]([CH:58]2[CH2:59][CH2:60][CH2:61][CH2:62][CH2:63]2)[CH:64]2[CH2:65][CH2:66][CH2:67][CH2:68][CH2:69]2)[CH2:70][CH2:71][CH2:72][CH2:73][CH2:74]1.[Cl:1][c:2]1[n:3][n:4]2[c:5]([c:6]([NH:10][c:11]3[c:12]([S:18](=[O:19])(=[O:20])[CH3:21])[c:13]([CH3:17])[cH:14][cH:15][cH:16]3)[cH:7][cH:8][cH:9]2)[n:22]1>>[c:2]1([NH:36][c:33]2[cH:32][cH:31][c:30]([N:27]3[CH2:26][CH2:25][N:24]([CH3:23])[CH2:29][CH2:28]3)[cH:35][cH:34]2)[n:3][n:4]2[c:5]([c:6]([NH:10][c:11]3[c:12]([S:18](=[O:19])(=[O:20])[CH3:21])[c:13]([CH3:17])[cH:14][cH:15][cH:16]3)[cH:7][cH:8][cH:9]2)[n:22]1. The reactants are CCN=C=NCCCN(C)C, CC#N, Cl, O=C(O)c1ccc(F)c2ccccc12, CC(C)(C)Oc1ccc(CC(N)C(O)c2cccc(Cl)c2)cc1, O, O, On1nnc2ccccc21. The product is CC(C)(C)Oc1ccc(CC(NC(=O)c2ccc(F)c3ccccc23)C(O)c2cccc(Cl)c2)cc1. As a reaction SMILES: [CH2:39]([N:40]=[C:41]=[N:42][CH2:43][CH2:44][CH2:45][N:46]([CH3:47])[CH3:48])[CH3:49].[CH3:61][C:62]#[N:63].[ClH:38].[F:24][c:25]1[cH:26][cH:27][c:28]([C:35](=[O:36])[OH:37])[c:29]2[cH:30][cH:31][cH:32][cH:33][c:34]12.[NH2:1][CH:2]([CH:3]([OH:4])[c:5]1[cH:6][c:7]([Cl:11])[cH:8][cH:9][cH:10]1)[CH2:12][c:13]1[cH:14][cH:15][c:16]([O:19][C:20]([CH3:21])([CH3:22])[CH3:23])[cH:17][cH:18]1.[OH2:50].[OH2:64].[OH:51][n:52]1[c:53]2[cH:54][cH:55][cH:56][cH:57][c:58]2[n:59][n:60]1>>[NH:1]([CH:2]([CH:3]([OH:4])[c:5]1[cH:6][c:7]([Cl:11])[cH:8][cH:9][cH:10]1)[CH2:12][c:13]1[cH:14][cH:15][c:16]([O:19][C:20]([CH3:21])([CH3:22])[CH3:23])[cH:17][cH:18]1)[C:35]([c:28]1[cH:27][cH:26][c:25]([F:24])[c:34]2[c:29]1[cH:30][cH:31][cH:32][cH:33]2)=[O:36]. Starting materials: C1(CCCCC1)CC(C(=O)O)NC(=O)C1=CC2=C(N(C(=N2)C=2C=C3N=CC(=NC3=CC2)C2=CC=CC=C2)C2CCCCC2)C=C1 (3-Cyclohexyl-2-{[1-cyclohexyl-2-(2-phenyl-quinoxalin-6-yl)-1H-benzoimidazole-5-carbonyl]-amino}-propionic acid), CC(C)C[C@@H](C=O)NC(=O)OCC1C2=CC=CC=C2C3=CC=CC=C13 (Fmoc-Leu Wang resin). Yields the product C1(CCCCC1)N1C(=NC2=C1C=CC(=C2)C(=O)NC(C(=O)O)CC(C)C)C=2C=C1N=CC(=NC1=CC2)C2=CC=CC=C2 (2-{[1-Cyclohexyl-2-(2-phenyl-quinoxalin-6-yl)-1H-benzoimidazole-5-carbonyl]-amino}-4-methyl-pentanoic acid). The yield is 14.0%. RXN SMILES: [CH:1]1([CH2:7][CH:8]([NH:12][C:13]([C:15]2[CH:45]=[CH:44][C:18]3[N:19]([CH:38]4[CH2:43][CH2:42][CH2:41][CH2:40][CH2:39]4)[C:20]([C:22]4[CH:23]=[C:24]5[C:29](=[CH:30][CH:31]=4)[N:28]=[C:27]([C:32]4[CH:37]=[CH:36][CH:35]=[CH:34][CH:33]=4)[CH:26]=[N:25]5)=[N:21][C:17]=3[CH:16]=2)=[O:14])[C:9]([OH:11])=[O:10])[CH2:6]CCC[CH2:2]1.CC(C[C@H](NC(OCC1C2C(=CC=CC=2)C2C1=CC=CC=2)=O)C=O)C>>[CH:38]1([N:19]2[C:18]3[CH:44]=[CH:45][C:15]([C:13]([NH:12][CH:8]([CH2:7][CH:1]([CH3:6])[CH3:2])[C:9]([OH:11])=[O:10])=[O:14])=[CH:16][C:17]=3[N:21]=[C:20]2[C:22]2[CH:23]=[C:24]3[C:29](=[CH:30][CH:31]=2)[N:28]=[C:27]([C:32]2[CH:37]=[CH:36][CH:35]=[CH:34][CH:33]=2)[CH:26]=[N:25]3)[CH2:39][CH2:40][CH2:41][CH2:42][CH2:43]1. Reported procedure: The general procedure described for Compound 242 was used with Fmoc-Leu Wang resin (111 mg, 0.9 mmol/g), producing 8.1 mg of the title compound (14% yield). MS: 560.25 (M−H+) HPLC Procedure A, retention time=17.17 min. Starting materials: COc1cc(C(=O)NCCCN2CCN(C(=O)OC(C)(C)C)CC2)ccc1Nc1ncc2c(n1)N(C1CCCC1)CC(F)(F)C(=O)N2C, ClCCl, O=C(O)C(F)(F)F. Yields the product COc1cc(C(=O)NCCCN2CCNCC2)ccc1Nc1ncc2c(n1)N(C1CCCC1)CC(F)(F)C(=O)N2C. RXN SMILES: [C:1]([O:2][C:3](=[O:4])[N:8]1[CH2:9][CH2:10][N:11]([CH2:14][CH2:15][CH2:16][NH:17][C:18]([c:19]2[cH:20][c:21]([O:46][CH3:47])[c:22]([NH:25][c:26]3[n:27][cH:28][c:29]4[c:30]([n:45]3)[N:31]([CH:40]3[CH2:41][CH2:42][CH2:43][CH2:44]3)[CH2:32][C:33]([F:38])([F:39])[C:34](=[O:37])[N:35]4[CH3:36])[cH:23][cH:24]2)=[O:48])[CH2:12][CH2:13]1)([CH3:5])([CH3:6])[CH3:7].[Cl:56][CH2:57][Cl:58].[OH:49][C:50]([C:51]([F:52])([F:53])[F:54])=[O:55]>>[NH:8]1[CH2:9][CH2:10][N:11]([CH2:14][CH2:15][CH2:16][NH:17][C:18]([c:19]2[cH:20][c:21]([O:46][CH3:47])[c:22]([NH:25][c:26]3[n:27][cH:28][c:29]4[c:30]([n:45]3)[N:31]([CH:40]3[CH2:41][CH2:42][CH2:43][CH2:44]3)[CH2:32][C:33]([F:38])([F:39])[C:34](=[O:37])[N:35]4[CH3:36])[cH:23][cH:24]2)=[O:48])[CH2:12][CH2:13]1.